From a dataset of the Open Reaction Database (ORD), a public repository of structured organic reaction records. describe an organic reaction: reactants, conditions, products, and yield The reactants are ClC1=NC=C(C=C1)CN(CCN)C (N-(2-chloro-5-pyridylmethyl)-N-methylethylenediamine), [N+](=O)([O-])C=C(SC)SC (1-nitro-2,2-bis(methylthio)ethylene). Run in C(C)O (ethanol). Product: ClC1=NC=C(C=C1)CN(CCNC(=C[N+](=O)[O-])SC)C (N-(2-chloro-5-pyridylmethyl)-N-methyl-N'-(1-methylthio-2-nitrovinyl)ethylenediamine). The yield is 56.7%. RXN SMILES: [Cl:1][C:2]1[CH:7]=[CH:6][C:5]([CH2:8][N:9]([CH3:13])[CH2:10][CH2:11][NH2:12])=[CH:4][N:3]=1.[N+:14]([CH:17]=[C:18](SC)[S:19][CH3:20])([O-:16])=[O:15]>C(O)C>[Cl:1][C:2]1[CH:7]=[CH:6][C:5]([CH2:8][N:9]([CH3:13])[CH2:10][CH2:11][NH:12][C:18]([S:19][CH3:20])=[CH:17][N+:14]([O-:16])=[O:15])=[CH:4][N:3]=1. Reported procedure: A mixture of N-(2-chloro-5-pyridylmethyl)-N-methylethylenediamine (2.0 g), 1-nitro-2,2-bis(methylthio)ethylene (1.7 g) and ethanol (40 ml) was refluxed for 5 hours with stirring. The reaction mixture was concentrated to about half of its volume, and cooled. The precipitated crystals were collected by filtration, washed with a small amount of ethanol, and dried to give the desired N-(2-chloro-5-pyridylmethyl)-N-methyl-N'-(1-methylthio-2-nitrovinyl)ethylenediamine (1.8 g) having a melting point of... Starting materials: CC1=C(C=CC(=C1)OC)B(O)O (2-methyl-4-methoxyphenyl boronic acid), Cl.Cl.COC1=CC(=C(C=C1)C=1C=C2[C@H]3[C@H](CN4C2=C(C1)CCC4)CNC3)C(F)(F)F ((±)-trans-2-[4-methoxy-2-(trifluoromethyl)phenyl]-5,6,8,8a,9,10,11,11a-octahydro-4H-pyrido[3,2,1-ij]pyrrolo[3,4-c]quinoline, bis-hydrochloride salt). Product: COC1=CC(=C(C=C1)C=1C=C2[C@H]3[C@H](CN4C2=C(C1)CCC4)CNC3)C ((±)-trans 2-(4-methoxy-2-methylphenyl)-5,6,8,8a,9,10,11,11a-octahydro-4H-pyrido[3,2,1-ij]pyrrolo[3,4-c]quinoline). Reaction SMILES: CC1C=C(OC)C=CC=1B(O)O.Cl.Cl.[CH3:15][O:16][C:17]1[CH:22]=[CH:21][C:20]([C:23]2[CH:24]=[C:25]3[C:30]4=[C:31]([CH2:33][CH2:34][CH2:35][N:29]4[CH2:28][C@@H:27]4[CH2:36][NH:37][CH2:38][C@@H:26]34)[CH:32]=2)=[C:19]([C:39](F)(F)F)[CH:18]=1>>[CH3:15][O:16][C:17]1[CH:22]=[CH:21][C:20]([C:23]2[CH:24]=[C:25]3[C:30]4=[C:31]([CH2:33][CH2:34][CH2:35][N:29]4[CH2:28][C@@H:27]4[CH2:36][NH:37][CH2:38][C@@H:26]34)[CH:32]=2)=[C:19]([CH3:39])[CH:18]=1 |f:1.2.3|. Procedure: Using 2-methyl-4-methoxyphenyl boronic acid and following procedures described in EXAMPLE 34, (±)-trans tert-butyl 2-bromo-5,6,8a,9,11,11a-hexahydro-4H-pyrido[3,2,1-ij]pyrrolo[3,4-c]quinoline-10(8H)-carboxylate from EXAMPLE 7, Part A was converted into the title compound of EXAMPLE 36 as a yellow semi-solid. 1H NMR (500 MHz, CDCl3) δ 1.26 (s, 1H), 1.95 (m, 1H), 2.01 (m, 1H), 2.16 (m, 1H), 2.28 (s, 3H), 2.70-2.90 (m, 4H), 2.98 (t, 1H, J=7 Hz), 3.22 (m, 1H), 3.30 (m, 4H), 3.38 (t, 1H, J=7 Hz), 3.6... Reactants: CCOC(=O)C1Cc2ccccc2CC1C(=O)OCC, CCO, CCOC(C)=O, Cl, [Na+], [OH-]. Yields the product CCOC(=O)C1Cc2ccccc2CC1C(=O)O. As a reaction SMILES: [C:1](=[O:2])([O:3][CH2:4][CH3:5])[CH:6]1[CH2:7][c:8]2[cH:9][cH:10][cH:11][cH:12][c:13]2[CH2:14][CH:15]1[C:16](=[O:17])[O:18][CH2:19][CH3:20].[CH3:24][CH2:25][OH:26].[CH3:27][CH2:28][O:29][C:30](=[O:31])[CH3:32].[ClH:23].[Na+:22].[OH-:21]>>[C:1](=[O:2])([O:3][CH2:4][CH3:5])[CH:6]1[CH2:7][c:8]2[cH:9][cH:10][cH:11][cH:12][c:13]2[CH2:14][CH:15]1[C:16](=[O:17])[OH:18]. The reactants are CC(C)(C#N)N=NC(C)(C)C#N (AIBN), ClC=1C=C(C#N)C=C(C1)OC1=C(C(=CC=C1Cl)C)F (3-Chloro-5-[(6-chloro-2-fluoro-3-methylphenyl)oxy]benzonitrile), C1CC(=O)N(C1=O)Br (NBS), CC(C)(C#N)N=NC(C)(C)C#N (AIBN), C1CC(=O)N(C1=O)Br (NBS). Solvent: C(Cl)(Cl)(Cl)Cl (CCl4). Conditions: time 4 hour. Yields the product BrCC=1C(=C(C(=CC1)Cl)OC=1C=C(C#N)C=C(C1)Cl)F (3-{[3-(bromomethyl)-6-chloro-2-fluorophenyl]oxy}-5-chlorobenzonitrile). Yield: 78.7%. As a reaction SMILES: [Cl:1][C:2]1[CH:3]=[C:4]([CH:7]=[C:8]([O:10][C:11]2[C:16]([Cl:17])=[CH:15][CH:14]=[C:13]([CH3:18])[C:12]=2[F:19])[CH:9]=1)[C:5]#[N:6].C1C(=O)N([Br:27])C(=O)C1.CC(N=NC(C#N)(C)C)(C#N)C>C(Cl)(Cl)(Cl)Cl>[Br:27][CH2:18][C:13]1[C:12]([F:19])=[C:11]([O:10][C:8]2[CH:7]=[C:4]([CH:3]=[C:2]([Cl:1])[CH:9]=2)[C:5]#[N:6])[C:16]([Cl:17])=[CH:15][CH:14]=1. Procedure: 3-Chloro-5-[(6-chloro-2-fluoro-3-methylphenyl)oxy]benzonitrile (1.8 g, 6.1 mmol) was dissolved in CCl4 (200 mL). NBS (1.2 g, 6.7 mmol) and AIBN (0.63 g, 3.8 mmol) were added and the reaction mixture was placed in oil bath at 85° C. and stirred for 4 h. The reaction was monitored by TLC and more AIBN and NBS were added as necessary. The reaction was cooled, filtered and the solid washed with CCl4. The solvent was evaporated. Purification was accomplished by column chromatography (hexane/EtOAc elu... The reactants are O=C1Nc2ccc(Br)cc2C1=O, COc1ccc(C(=O)NN)cc1, CC(=O)O. The product is COc1ccc(C(=O)NN=C2C(=O)Nc3ccc(Br)cc32)cc1. RXN SMILES: [Br:1][c:2]1[cH:3][c:4]2[c:8]([cH:9][cH:10]1)[NH:7][C:6](=[O:11])[C:5]2=[O:12].[CH3:13][O:14][c:15]1[cH:16][cH:17][c:18]([C:19](=[O:20])[NH:21][NH2:22])[cH:23][cH:24]1.[CH3:25][C:26](=[O:27])[OH:28]>>[Br:1][c:2]1[cH:3][c:4]2[c:8]([cH:9][cH:10]1)[NH:7][C:6](=[O:11])[C:5]2=[N:22][NH:21][C:19]([c:18]1[cH:17][cH:16][c:15]([O:14][CH3:13])[cH:24][cH:23]1)=[O:20]. As a reaction SMILES: [CH2:12]([CH3:13])[O:14][C:15](=[O:16])[c:17]1[c:18]([Cl:23])[n:19][n:20][cH:21][cH:22]1.[O:24]1[CH2:25][CH2:26][O:27][CH2:28][CH2:29]1.[OH:1][CH:2]([CH2:3][N:4]1[CH2:5][CH2:6][NH:7][CH2:8][CH2:9]1)[CH2:10][OH:11]>>[OH:1][CH:2]([CH2:3][N:4]1[CH2:5][CH2:6][N:7]([c:18]2[c:17]([C:15]([O:14][CH2:12][CH3:13])=[O:16])[cH:22][cH:21][n:20][n:19]2)[CH2:8][CH2:9]1)[CH2:10][OH:11]. Product: CCOC(=O)c1ccnnc1N1CCN(CC(O)CO)CC1. Starting materials: CCOC(=O)c1ccnnc1Cl, C1COCCO1, OCC(O)CN1CCNCC1. Reactants: C(C)(C)(C)[Si](O[C@H]1CC[C@H](CC1)N1C(CCC1)=O)(C)C (cis-1-[4-(tert-butyl-dimethyl-silanyloxy)-cyclohexyl]-pyrrolidin-2-one), Cl (HCl), [Li+].CC(C)[N-]C(C)C (LDA), BrC1=CC(=C(C=C1)CBr)Cl (4-bromo-1-bromomethyl-2-chloro-benzene). Solvent: CO (methanol), C1CCOC1 (THF), O (water). Run at temperature -78 celsius. Yields the product BrC1=CC(=C(CC2C(N(CC2)[C@@H]2CC[C@@H](CC2)O)=O)C=C1)Cl (3-(4-Bromo-2-chloro-benzyl)-1-(cis-4-hydroxy-cyclohexyl)-pyrrolidin-2-one). The yield is 69.3%. RXN SMILES: C([Si](C)(C)[O:6][C@@H:7]1[CH2:12][CH2:11][C@H:10]([N:13]2[CH2:17][CH2:16][CH2:15][C:14]2=[O:18])[CH2:9][CH2:8]1)(C)(C)C.[Li+].CC([N-]C(C)C)C.[Br:29][C:30]1[CH:35]=[CH:34][C:33]([CH2:36]Br)=[C:32]([Cl:38])[CH:31]=1.Cl>CO.O.C1COCC1>[Br:29][C:30]1[CH:35]=[CH:34][C:33]([CH2:36][CH:15]2[CH2:16][CH2:17][N:13]([C@H:10]3[CH2:9][CH2:8][C@@H:7]([OH:6])[CH2:12][CH2:11]3)[C:14]2=[O:18])=[C:32]([Cl:38])[CH:31]=1 |f:1.2|. Procedure: Charge a flask with cis-1-[4-(tert-butyl-dimethyl-silanyloxy)-cyclohexyl]-pyrrolidin-2-one (Preparation 17) (1.0 g, 3.4 mmol), dissolve with THF (0.2 M) and cool to −78° C. Add LDA (1.1 to 1.5 eq) and stir at −78° C. for 5 minutes. Add 4-bromo-1-bromomethyl-2-chloro-benzene (1.4 g, 5.0 mmol) and warm to room temperature overnight. Dilute with methanol (0.2 M) and add concentrated HCl (10 eq.) and stir at room temperature. Pour into water after reaction complete by HPLC and extract with methylene...